Dataset: the Open Reaction Database (ORD), a public repository of structured organic reaction records. Task: describe an organic reaction: reactants, conditions, products, and yield The reactants are N1(CCCC1)C(=O)NC1=C(C=C(C(=C1)OC)OC)SC (N-pyrrolidinylcarbonyl-2-methylthio-4,5-dimethoxyaniline), OO (hydrogen peroxide). Solvent: C(C)(=O)O (acetic acid). The product is N1(CCCC1)C(=O)NC1=C(C=C(C(=C1)OC)OC)S(=O)C (N-pyrrolidinylcarbonyl-2-methylsulfinyl-4,5-dimethoxyaniline). RXN SMILES: [N:1]1([C:6]([NH:8][C:9]2[CH:14]=[C:13]([O:15][CH3:16])[C:12]([O:17][CH3:18])=[CH:11][C:10]=2[S:19][CH3:20])=[O:7])[CH2:5][CH2:4][CH2:3][CH2:2]1.[OH:21]O>C(O)(=O)C>[N:1]1([C:6]([NH:8][C:9]2[CH:14]=[C:13]([O:15][CH3:16])[C:12]([O:17][CH3:18])=[CH:11][C:10]=2[S:19]([CH3:20])=[O:21])=[O:7])[CH2:5][CH2:4][CH2:3][CH2:2]1. Procedure: A reaction mixture containing 52 g. of N-pyrrolidinylcarbonyl-2-methylthio-4,5-dimethoxyaniline 19.8 ml. of 31 percent aqueous hydrogen peroxide and 1 l. of glacial acetic acid was stirred for about 20 hours at ambient temperature. The reaction mixture was then concentrated under reduced pressure to a residual wax. The residue was dissolved in 1 l. of methylene chloride and the methylene chloride layer washed twice with water and then dried. Removal of the methylene chloride in vacuo yielded a r... Starting materials: ClC=1C=NC=C(C1CC1=NN=CC2=C(C(=CC=C12)OC)C#CCCCC1=CC=CC=C1)Cl (1-(3,5-dichloro-pyridin-4-ylmethyl)-6-methoxy-5-(5-phenyl-pent-1-ynyl)-phthalazine). The reagents and catalysts are [Pd] (Pd/C). The solvent is C1CCOC1 (THF). Yields the product ClC=1C=NC=C(C1CC1=NN=CC2=C(C(=CC=C12)OC)C=CCCCC1=CC=CC=C1)Cl (1-(3,5-Dichloro-pyridin-4-ylmethyl)-6-methoxy-5-(5-phenyl-pent-1-enyl)phthalazine). Isolated yield 43.1%. Reaction SMILES: [Cl:1][C:2]1[CH:3]=[N:4][CH:5]=[C:6]([Cl:32])[C:7]=1[CH2:8][C:9]1[C:18]2[C:13](=[C:14]([C:21]#[C:22][CH2:23][CH2:24][CH2:25][C:26]3[CH:31]=[CH:30][CH:29]=[CH:28][CH:27]=3)[C:15]([O:19][CH3:20])=[CH:16][CH:17]=2)[CH:12]=[N:11][N:10]=1>C1COCC1.[Pd]>[Cl:1][C:2]1[CH:3]=[N:4][CH:5]=[C:6]([Cl:32])[C:7]=1[CH2:8][C:9]1[C:18]2[C:13](=[C:14]([CH:21]=[CH:22][CH2:23][CH2:24][CH2:25][C:26]3[CH:27]=[CH:28][CH:29]=[CH:30][CH:31]=3)[C:15]([O:19][CH3:20])=[CH:16][CH:17]=2)[CH:12]=[N:11][N:10]=1. Procedure details: A solution of 1-(3,5-dichloro-pyridin-4-ylmethyl)-6-methoxy-5-(5-phenyl-pent-1-ynyl)-phthalazine (280 mg, 0.6 mmole), prepared as described in example 66, in THF (15 ml) was hydrogenated in Parr in the presence of 10% Pd/C (50 mg) for 1 hour, then filtered, brought to dryness and flash chromatographed (eluent: CH2Cl2/CH3OH 98:2). The separated oil was taken up in ethyl ether (5 ml) and crystallised. The yielded crystallised was filtered and dried under vacuum at 40° C. to give 120 mg of the titl... Reactants: [Si](C)(C)(C(C)(C)C)O[C@@H]1C[C@H](N(C1)C(=O)OC(C)(C)C)C(=C)C (tert-butyl (2S,4R)-4-{[tert-butyl(dimethyl)silyl]oxy}-2-(prop-1-en-2-yl)pyrrolidine-1-carboxylate). The reagents and catalysts are [Ni] (Raney Nickel). The solvent is CO (methanol). Reaction conditions: temperature 60 celsius, time 3 hour. Yields the product [Si](C)(C)(C(C)(C)C)O[C@@H]1C[C@H](N(C1)C(=O)OC(C)(C)C)C(C)C (tert-butyl (2S,4R)-4-{[tert-butyl(dimethyl)silyl]oxy}-2-(propan-2-yl)pyrrolidine-1-carboxylate). RXN SMILES: [Si:1]([O:8][C@H:9]1[CH2:13][N:12]([C:14]([O:16][C:17]([CH3:20])([CH3:19])[CH3:18])=[O:15])[C@H:11]([C:21]([CH3:23])=[CH2:22])[CH2:10]1)([C:4]([CH3:7])([CH3:6])[CH3:5])([CH3:3])[CH3:2]>CO.[Ni]>[Si:1]([O:8][C@H:9]1[CH2:13][N:12]([C:14]([O:16][C:17]([CH3:20])([CH3:19])[CH3:18])=[O:15])[C@H:11]([CH:21]([CH3:23])[CH3:22])[CH2:10]1)([C:4]([CH3:7])([CH3:6])[CH3:5])([CH3:2])[CH3:3]. Procedure: To a solution of tert-butyl (2S,4R)-4-{[tert-butyl(dimethyl)silyl]oxy}-2-(prop-1-en-2-yl)pyrrolidine-1-carboxylate (90 g) dissolved in methanol (250 mL) was added Raney Nickel (24 g). The reaction mixture was stirred under hydrogen (40 atm) at 60° C. for 3 hours. The mixture was filtered and concentrated under reduced pressure. The residue was dissolved in ethyl acetate, washed with brine (2×50 mL), dried over magnesium sulfate, filtered and concentrated to give tert-butyl (2S,4R)-4-{[tert-butyl... The reactants are product, [C-]#N.[Na+] (Sodium cyanide), CNC (Dimethylamine), C=O (formaldehyde), Cl.C(C1=CC=CC=C1)N1C(=CC=2C=NC=C(C21)N2CC1=CC=CC=C1CC2)C (2-(1-benzyl-2-methyl-1H-pyrrolo[3,2-c]pyridin-7-yl)-1,2,3,4-tetrahydroisoquinoline hydrochloride), IC (Iodomethane), compound. The solvent is CN(C=O)C (N,N-dimethylformamide), C(C)O (ethanol), C(C)(=O)O (acetic acid), O (Water), C(C)O (ethanol). Reaction conditions: time 8 hour. Product: Cl (hydrochloric acid), Cl.C(C1=CC=CC=C1)N1C(=C(C=2C=NC=C(C21)N2CC1=CC=CC=C1CC2)C#N)C (1-benzyl-7-(3,4-dihydro-1H-isoquinolin-2-yl)-2-methyl-1H -pyrrolo[3,2-c]pyridin-3-carbonitrile hydrochloride). Isolated yield 7.0%. Reaction SMILES: [CH3:1][NH:2]C.C=O.[ClH:6].[CH2:7]([N:14]1[C:22]2[C:21]([N:23]3[CH2:32][CH2:31][C:30]4[C:25](=[CH:26][CH:27]=[CH:28][CH:29]=4)[CH2:24]3)=[CH:20][N:19]=[CH:18][C:17]=2[CH:16]=[C:15]1[CH3:33])[C:8]1[CH:13]=[CH:12][CH:11]=[CH:10][CH:9]=1.IC.[C-]#N.[Na+]>C(O)C.CN(C)C=O.O.C(O)(=O)C>[ClH:6].[ClH:6].[CH2:7]([N:14]1[C:22]2[C:21]([N:23]3[CH2:32][CH2:31][C:30]4[C:25](=[CH:26][CH:27]=[CH:28][CH:29]=4)[CH2:24]3)=[CH:20][N:19]=[CH:18][C:17]=2[C:16]([C:1]#[N:2])=[C:15]1[CH3:33])[C:8]1[CH:9]=[CH:10][CH:11]=[CH:12][CH:13]=1 |f:2.3,5.6,12.13|. Procedure: Dimethylamine (1.05 ml, 2.1 mmol), acetic acid (0.81 ml), and formaldehyde (0.042 ml) were added to a solution of 2-(1-benzyl-2-methyl-1H-pyrrolo[3,2-c]pyridin-7-yl)-1,2,3,4-tetrahydroisoquinoline hydrochloride (600 mg, 1.71 mmol) prepared in Example 44 in ethanol (5 ml). The resulting mixture was refluxed under stirring overnight and concentrated under reduced pressure. The resulting residue was purified with silica gel column chromatography. The resulting compound (300 mg, 0.73 mmol) was disso... Reactants: COC1=CC=C(C=C1)S(=O)(=O)Cl (4-methoxybenzenesulfonyl chloride), [OH-].[Na+] (sodium hydroxide), [OH-].[NH4+] (ammonium hydroxide), ice. Solvent: O (water). Conditions: temperature 70 celsius, time 2 hour. Yields the product COC1=CC=C(C=C1)S(=O)(=O)N (4-methoxybenzenesulfonamide). As a reaction SMILES: [CH3:1][O:2][C:3]1[CH:8]=[CH:7][C:6]([S:9](Cl)(=[O:11])=[O:10])=[CH:5][CH:4]=1.[OH-].[NH4+:14].[OH-].[Na+]>O>[CH3:1][O:2][C:3]1[CH:8]=[CH:7][C:6]([S:9]([NH2:14])(=[O:11])=[O:10])=[CH:5][CH:4]=1 |f:1.2,3.4|. Reported procedure: With stirring 96.47 g (0.467 m) of the 4-methoxybenzenesulfonyl chloride obtained in part A above was slowly added to a slurry of 175.0 ml of concentrated ammonium hydroxide and 175.0 g of ice keeping the temperature under -5° C. during the addition. Slowly the resulting mixture was heated to approximately 70° C. over approximately two and one half hours. The resulting slurry was cooled and maintained at approximately 10° C. for about forty minutes. The solid was collected by filtration, washed ...